The task is: describe an organic reaction: reactants, conditions, products, and yield. This data is from the Open Reaction Database (ORD), a public repository of structured organic reaction records. Starting materials: CCOC(=O)CC(C)c1ccc(-c2ccc(F)cc2F)cc1, O. Product: CC(CC(=O)O)c1ccc(-c2ccc(F)cc2F)cc1. As a reaction SMILES: [CH2:1]([CH3:2])[O:3][C:4]([CH2:5][CH:6]([CH3:7])[c:8]1[cH:9][cH:10][c:11](-[c:14]2[c:15]([F:21])[cH:16][c:17]([F:20])[cH:18][cH:19]2)[cH:12][cH:13]1)=[O:22].[OH2:23]>>[O:3]=[C:4]([CH2:5][CH:6]([CH3:7])[c:8]1[cH:9][cH:10][c:11](-[c:14]2[c:15]([F:21])[cH:16][c:17]([F:20])[cH:18][cH:19]2)[cH:12][cH:13]1)[OH:22].